From a dataset of the Open Reaction Database (ORD), a public repository of structured organic reaction records. describe an organic reaction: reactants, conditions, products, and yield The reactants are C(C)(=O)OCC.O (ethyl acetate water), [H-].[Na+] (sodium hydride), CI (methyl iodide), ClC1=CC=C(COC2=CC=C(C(=O)NCC3CC3)C=C2)C=C1 (4-(4-chlorobenzyloxy)-N-cyclopropylmethylbenzamide). Run in CN(C=O)C (N,N-dimethylformamide). Conditions: time 30 minute. The product is ClC1=CC=C(COC2=CC=C(C(=O)N(C)CC3CC3)C=C2)C=C1 (4-(4-chlorobenzyloxy)-N-cyclopropylmethyl-N-methylbenzamide). Reaction SMILES: [Cl:1][C:2]1[CH:22]=[CH:21][C:5]([CH2:6][O:7][C:8]2[CH:20]=[CH:19][C:11]([C:12]([NH:14][CH2:15][CH:16]3[CH2:18][CH2:17]3)=[O:13])=[CH:10][CH:9]=2)=[CH:4][CH:3]=1.[H-].[Na+].CI.[C:27](OCC)(=O)C.O>CN(C)C=O>[Cl:1][C:2]1[CH:22]=[CH:21][C:5]([CH2:6][O:7][C:8]2[CH:20]=[CH:19][C:11]([C:12]([N:14]([CH2:15][CH:16]3[CH2:17][CH2:18]3)[CH3:27])=[O:13])=[CH:10][CH:9]=2)=[CH:4][CH:3]=1 |f:1.2,4.5|. Reported procedure: In 30 ml of N,N-dimethylformamide was dissolved 1.5 g of 4-(4-chlorobenzyloxy)-N-cyclopropylmethylbenzamide. To the solution was added 0.25 g of sodium hydride. The mixture was stirred at room temperature for 30 minutes and then at 60° C. for 30 minutes. The reaction mixture was ice-cooled, and 0.5 ml of methyl iodide was added thereto. The mixture was stirred overnight at room temperature. The reaction mixture was treated with ethyl acetate-water. The resulting ethyl acetate layer was separated... Reactants: COC1=C(C=CC=C1)CC(=O)OC (methyl (2-methoxyphenyl)acetate), BrN1C(CCC1=O)=O (N-bromosuccinimide), CC(C)(C#N)N=NC(C)(C)C#N (AIBN). Run in ClC(Cl)(Cl)Cl (tetrachloromethane). Conditions: time 2 hour. Yields the product BrC(C(=O)OC)C1=C(C=CC=C1)OC (Methyl bromo-(2-methoxyphenyl)acetate). Reaction SMILES: [CH3:1][O:2][C:3]1[CH:8]=[CH:7][CH:6]=[CH:5][C:4]=1[CH2:9][C:10]([O:12][CH3:13])=[O:11].[Br:14]N1C(=O)CCC1=O.CC(N=NC(C#N)(C)C)(C#N)C>ClC(Cl)(Cl)Cl>[Br:14][CH:9]([C:4]1[CH:5]=[CH:6][CH:7]=[CH:8][C:3]=1[O:2][CH3:1])[C:10]([O:12][CH3:13])=[O:11]. Procedure details: A mixture of 14.6 g (81.2 mmol) of methyl (2-methoxyphenyl)acetate, 15.2 g (85.3 mmol) of N-bromosuccinimide and a catalytic amount of AIBN in tetrachloromethane (180 ml) was heated under reflux with stirring for 2 h. The cooled reaction solution was filtered, and the solvent was removed in vacuo. Yield: 21.6 g (100%) of yellow oil RXN SMILES: Cl/[CH:2]=[CH:3]/[C:4](=[O:14])[C:5]([CH3:13])([C:7]1[CH:12]=[CH:11][CH:10]=[CH:9][CH:8]=1)[CH3:6].C(COC)OC.[Br-:21].[Li+]>CCOCC>[Br:21]/[CH:2]=[CH:3]/[C:4](=[O:14])[C:5]([CH3:13])([C:7]1[CH:12]=[CH:11][CH:10]=[CH:9][CH:8]=1)[CH3:6] |f:2.3|. Reported procedure: A solution of 14 g. of 1-chloro-4-methyl-4- phenyl-1-trans-1-penten-3-one in 90 ml. of dimethoxyethane was treated with 24 g. of lithium bromide and refluxed for 24 hours. The mixture was diluted at 0° C. with ether, washed with brine, dried with MgSO4 and evaporated to dryness. The residue was redissolved in dimethoxyethane, treated with lithium bromide and refluxed for an additional 24 hours. After the exact same process was repeated thrice and the crude product was chromatographed on silica g... Reactants: Cl\C=C\C(C(C)(C1=CC=CC=C1)C)=O (1-chloro-4-methyl-4- phenyl-1-trans-1-penten-3-one), C(OC)COC (dimethoxyethane), [Br-].[Li+] (lithium bromide). The product is Br\C=C\C(C(C)(C1=CC=CC=C1)C)=O (1-Bromo-4-Methyl-4-Phenyl-trans-1-Penten-3-One). Solvent: CCOCC (ether). The reactants are C1(CC1)N (cyclopropylamine), C(C(=O)Cl)(=O)Cl (oxalylchloride), CN(C)C=O (DMF), FC1=C(C(=O)O)C=C(C=C1)C(F)(F)F (2-fluoro-5-trifluoromethyl-benzoic acid). The solvent is C(Cl)Cl (DCM), C(C)(=O)OCC (ethyl acetate). Reaction conditions: temperature 110 celsius, time 1 hour. Yields the product C1(CC1)NC1=C(C(=O)O)C=C(C=C1)C(F)(F)F (2-cyclopropylamino-5-trifluoromethyl-benzoic acid). Yield: 33.2%. RXN SMILES: F[C:2]1[CH:10]=[CH:9][C:8]([C:11]([F:14])([F:13])[F:12])=[CH:7][C:3]=1[C:4]([OH:6])=[O:5].C(Cl)(=O)C(Cl)=O.CN(C=O)C.[CH:26]1([NH2:29])[CH2:28][CH2:27]1>C(Cl)Cl.C(OCC)(=O)C>[CH:26]1([NH:29][C:2]2[CH:10]=[CH:9][C:8]([C:11]([F:14])([F:13])[F:12])=[CH:7][C:3]=2[C:4]([OH:6])=[O:5])[CH2:28][CH2:27]1. Procedure details: 1 g of 2-fluoro-5-trifluoromethyl-benzoic acid (4.81 mmol) was dissolved in DCM (10 ml) and 1.03 ml of oxalylchloride (12.01 mmol) and a drop of DMF were added at RT. The mixture was stirred for 1 h before all volatile materials were removed in vacuo. The remaining residue was again dissolved in DCM (10 ml) and 1.4 ml of ethanol was added. After 1 h the reaction mixture was diluted with DCM and then washed with 10% aqueous KHCO3 solution, water and brine, dried (MgSO4), filtered and concentrated... Starting materials: S(=O)([O-])[O-].[Na+].[Na+] (sodium sulfite), ClC=1C=C(C(=O)OO)C=CC1 (m-chloroperoxybenzoic acid), BrC=1C=NC(=NC1)N1C=C(C2=CC=C(C=C12)C(=O)N1CCOCC1)SC ((1-(5-bromopyrimidin-2-yl)-3-(methylthio)-1H-indol-6-yl)(morpholino)methanone). Run in ClCCl (dichloromethane), ClCCl (dichloromethane). Run at time 4 hour. Product: BrC=1C=NC(=NC1)N1C=C(C2=CC=C(C=C12)C(=O)N1CCOCC1)S(=O)C ((1-(5-Bromopyrimidin-2-yl)-3-(methylsulfinyl)-1H-indol-6-yl)(morpholino)methanone). Reaction SMILES: ClC1C=C(C=CC=1)C(OO)=[O:6].[Br:12][C:13]1[CH:14]=[N:15][C:16]([N:19]2[C:27]3[C:22](=[CH:23][CH:24]=[C:25]([C:28]([N:30]4[CH2:35][CH2:34][O:33][CH2:32][CH2:31]4)=[O:29])[CH:26]=3)[C:21]([S:36][CH3:37])=[CH:20]2)=[N:17][CH:18]=1.S([O-])([O-])=O.[Na+].[Na+]>ClCCl>[Br:12][C:13]1[CH:18]=[N:17][C:16]([N:19]2[C:27]3[C:22](=[CH:23][CH:24]=[C:25]([C:28]([N:30]4[CH2:31][CH2:32][O:33][CH2:34][CH2:35]4)=[O:29])[CH:26]=3)[C:21]([S:36]([CH3:37])=[O:6])=[CH:20]2)=[N:15][CH:14]=1 |f:2.3.4|. Procedure: A solution of m-chloroperoxybenzoic acid (77%, 2.10 g, 9.42 mmol) in dichloromethane (20 mL) was added at 0° C. to (1-(5-bromopyrimidin-2-yl)-3-(methylthio)-1H-indol-6-yl)(morpholino)methanone (0.18 g, 0.25 mmol) in dry dichloromethane (300 mL). The mixture was stirred at room temperature for 4 h and then poured onto saturated sodium sulfite solution (20 mL). The organic layer was separated after stirring for 15 min and washed with saturated sodium hydrogen carbonate solution and brine. The orga... Starting materials: ClC=1C=C(C=CC1Cl)C(=O)N[C@@H]1[C@@H](CN(C1=O)CCCCC)C(=O)OC(C)(C)C (1,1-Dimethylethyl cis-4-[[(3,4-dichlorophenyl)carbonyl]amino]-5-oxo-1-pentyl-3-pyrrolidinecarboxylate). The solvent is FC(C(=O)O)(F)F (trifluoroacetic acid). Conditions: time 16 hour. Yields the product ClC=1C=C(C=CC1Cl)C(=O)N[C@@H]1[C@@H](CN(C1=O)CCCCC)C(=O)O (cis-4-[[(3,4-Dichlorophenyl)carbonyl]amino]-5-oxo-1-pentyl-3-pyrrolidinecarboxylic acid). Isolated yield 70.3%. Reaction SMILES: [Cl:1][C:2]1[CH:3]=[C:4]([C:9]([NH:11][C@H:12]2[C:16](=[O:17])[N:15]([CH2:18][CH2:19][CH2:20][CH2:21][CH3:22])[CH2:14][C@H:13]2[C:23]([O:25]C(C)(C)C)=[O:24])=[O:10])[CH:5]=[CH:6][C:7]=1[Cl:8]>FC(F)(F)C(O)=O>[Cl:1][C:2]1[CH:3]=[C:4]([C:9]([NH:11][C@H:12]2[C:16](=[O:17])[N:15]([CH2:18][CH2:19][CH2:20][CH2:21][CH3:22])[CH2:14][C@H:13]2[C:23]([OH:25])=[O:24])=[O:10])[CH:5]=[CH:6][C:7]=1[Cl:8]. Procedure: The tert-butyl ester of Example 9 (145 mg, 0.327 mmol) was dissolved in 5 ml of trifluoroacetic acid and stirred for 16 h at room temperature after which time the reaction was concentrated in vacuo. The resulting material was radially chromatographed on silica gel eluting with EtOH/CH2Cl2 /HOAc (5/95/1) to give the title compound (89 mg, 77%) as a colorless solid. Anal calcd for C17H20N2O4Cl2 : C, 52.73; H, 5.20; N, 7.23. Found: C, 52.43; H, 5.32; N, 7.02. DSC=204.6°-210.2° C.@54.8 J/g. MS M+1 c...